This data is from the Open Reaction Database (ORD), a public repository of structured organic reaction records. The task is: describe an organic reaction: reactants, conditions, products, and yield Reactants: [Na] (sodium), C(=O)C=1C(=C2N(CCC3=CC(=C(C=C23)OC(C)C)OC)C1C(=O)O)C=1SC=CC1 (2-formyl-9-isopropoxy-8-methoxy-1-(thiophen-2-yl)-5,6-dihydropyrrolo[2,1-a]isoquinoline-3-carboxylic acid), C(C)(C)(C)N (tert-butyl amine), C(#N)[BH3-].[Na+] (sodium cyanoborohydride). Solvent: CO (methanol), C1CCOC1 (THF), C(C)(=O)O (acetic acid). Conditions: time 3 hour. Yields the product C(C)(C)(C)NCC=1C(=C2N(CCC3=CC(=C(C=C23)OC(C)C)OC)C1C(=O)O)C=1SC=CC1 (2-((tert-butylamino)methyl)-9-isopropoxy-8-methoxy-1-(thiophen-2-yl)-5,6-dihydropyrrolo[2,1-a]isoquinoline-3-carboxylic acid). Isolated yield 91.3%. As a reaction SMILES: [CH:1]([C:3]1[C:4]([C:25]2[S:26][CH:27]=[CH:28][CH:29]=2)=[C:5]2[C:14]3[C:9](=[CH:10][C:11]([O:19][CH3:20])=[C:12]([O:15][CH:16]([CH3:18])[CH3:17])[CH:13]=3)[CH2:8][CH2:7][N:6]2[C:21]=1[C:22]([OH:24])=[O:23])=O.[C:30]([NH2:34])([CH3:33])([CH3:32])[CH3:31].C([BH3-])#N.[Na+].[Na]>CO.C1COCC1.C(O)(=O)C>[C:30]([NH:34][CH2:1][C:3]1[C:4]([C:25]2[S:26][CH:27]=[CH:28][CH:29]=2)=[C:5]2[C:14]3[C:9](=[CH:10][C:11]([O:19][CH3:20])=[C:12]([O:15][CH:16]([CH3:18])[CH3:17])[CH:13]=3)[CH2:8][CH2:7][N:6]2[C:21]=1[C:22]([OH:24])=[O:23])([CH3:33])([CH3:32])[CH3:31] |f:2.3,^1:38|. Procedure: To a solution of 500 mg of 15d and 110 mg of tert-butyl amine in 20 ml of methanol and 5 ml of THF was added 140 mg of sodium cyanoborohydride and 90 mg of acetic acid. The mixture was stirred for 3 hr at RT, then 140 mg of sodium cycanoborohydride was added additionally and stirring was prolonged for 16 h. The reaction mixture was concentrated in vacuo and the residue was purified by chromatography over silica gel, using a gradient of dichloromethane and methanol, to provide 520 mg of 15e; MS-E...